This data is from the Open Reaction Database (ORD), a public repository of structured organic reaction records. The task is: describe an organic reaction: reactants, conditions, products, and yield Starting materials: Cl.NO (hydroxylamine hydrochloride), C(OC)(OC)OC (trimethyl orthoformate), p-aminobenzaldehyde ethylene glycol acetal, [N-]=C=O.C1(=CC=CC=C1)OC(CN)=O (glycine phenyl ester isocyanate), N1=CC=CC=C1 (pyridine), C1CCOC1 (THF), C1CCOC1 (THF). Solvent: CO (CH3OH). Reaction conditions: time 2 hour. Product: ON=CC1=CC=C(C=C1)NC(=O)NCC(=O)OC1=CC=CC=C1 (N-[4-(hydroxyiminomethyl)phenyl]-N'-phenoxycarbonylmethylurea). Reaction SMILES: [N-:1]=[C:2]=[O:3].[C:4]1([O:10][C:11](=[O:14])[CH2:12][NH2:13])[CH:9]=[CH:8][CH:7]=[CH:6][CH:5]=1.[N:15]1[CH:20]=[CH:19][CH:18]=[CH:17][CH:16]=1.Cl.N[OH:23].C(OC)(OC)OC.[CH2:31]1COC[CH2:32]1>CO>[OH:23][N:15]=[CH:20][C:19]1[CH:32]=[CH:31][C:16]([NH:1][C:2]([NH:13][CH2:12][C:11]([O:10][C:4]2[CH:9]=[CH:8][CH:7]=[CH:6][CH:5]=2)=[O:14])=[O:3])=[CH:17][CH:18]=1 |f:0.1,3.4|. Procedure: A solution of 0.1 mol of p-aminobenzaldehyde ethylene glycol acetal in 100 mL of anhydrous THF is added dropwise over 10 minutes to a solution of 0.1 mol of glycine phenyl ester isocyanate and 0.35 mol pyridine in 100 mL THF at room temperature under N2. The reaction mixture is stirred at room temperature for 2 hours. After 2 hours the solvent is removed by rotary evaporator. A solution of 0.11 mmol hydroxylamine hydrochloride and 0.1 mol trimethyl orthoformate in CH3OH is added, and the reactio... Starting materials: C, COC1(OC)CCN(C(=O)OCc2ccccc2)C(c2ccc(F)cc2C)C1, CCO, [Pd]. The product is COC1(OC)CCNC(c2ccc(F)cc2C)C1. As a reaction SMILES: [C:32].[CH2:1]([O:2][C:3](=[O:4])[N:11]1[CH:12]([c:21]2[c:22]([CH3:28])[cH:23][c:24]([F:27])[cH:25][cH:26]2)[CH2:13][C:14]([O:17][CH3:18])([O:19][CH3:20])[CH2:15][CH2:16]1)[c:5]1[cH:6][cH:7][cH:8][cH:9][cH:10]1.[CH3:29][CH2:30][OH:31].[Pd:33]>>[NH:11]1[CH:12]([c:21]2[c:22]([CH3:28])[cH:23][c:24]([F:27])[cH:25][cH:26]2)[CH2:13][C:14]([O:17][CH3:18])([O:19][CH3:20])[CH2:15][CH2:16]1. The reactants are COC(=O)CC(=O)CC(=O)OC (dimethyl 1,3-acetonedicarboxylate), C1(=CC=CC=C1)C(C)(C)NNC(=O)OC(C)(C)C (tert-Butyl 2-(2-phenylpropan-2-yl)hydrazinecarboxylate), C(O)([O-])=O.[Na+] (sodium hydrogen carbonate), O.C1(=CC=C(C=C1)S(=O)(=O)O)C (p-toluenesulfonic acid monohydrate). Run in C(C)(=O)O (acetic acid), C(C)(=O)OCC (ethyl acetate), C(Cl)Cl (methylene chloride). Reaction conditions: time 18 hour. The product is O=C1CC(=NN1C(C)(C)C1=CC=CC=C1)CC(=O)OC (methyl 2-(5-oxo-1-(2-phenylpropan-2-yl)-4,5-dihydro-1H-pyrazol-3-yl)acetate). The yield is 35.1%. As a reaction SMILES: [C:1]1([C:7]([NH:10][NH:11]C(OC(C)(C)C)=O)([CH3:9])[CH3:8])[CH:6]=[CH:5][CH:4]=[CH:3][CH:2]=1.O.C1(C)C=CC(S(O)(=O)=O)=CC=1.C(=O)([O-])O.[Na+].CO[C:38]([CH2:40][C:41]([CH2:43][C:44]([O:46][CH3:47])=[O:45])=O)=[O:39]>C(Cl)Cl.C(O)(=O)C.C(OCC)(=O)C>[O:39]=[C:38]1[N:10]([C:7]([C:1]2[CH:6]=[CH:5][CH:4]=[CH:3][CH:2]=2)([CH3:9])[CH3:8])[N:11]=[C:41]([CH2:43][C:44]([O:46][CH3:47])=[O:45])[CH2:40]1 |f:1.2,3.4|. Procedure: tert-Butyl 2-(2-phenylpropan-2-yl)hydrazinecarboxylate (250 mg, 1.00 mmol) was dissolved in methylene chloride (2 mL), mixed with p-toluenesulfonic acid monohydrate (0.40 g, 2.1 mmol) and stirred at room temperature for 18 hours. The reaction solution was basified with saturated aqueous sodium hydrogen carbonate and separated. The organic layer was washed with saturated aqueous sodium chloride, dried over anhydrous sodium sulfate and filtered, and the filtrate was concentrated under reduced pres...